This data is from the Open Reaction Database (ORD), a public repository of structured organic reaction records. The task is: describe an organic reaction: reactants, conditions, products, and yield Conditions: time 30 minute. Reported procedure: Ethyl p-aminophenylacetate (8 g), ethyl 2-fluorobenzoylacetate (10 g) and p-toluenesulfonic acid (1 g) were dissolved into benzene (150 ml) and, providing Dean Stalk dehydrating apparatus placed molecular sieve (MS 4 angstroms) therein, the solution was refluxed for 4.5 hours under heat. Solvent was distilled off under reduced pressure and water was added to the residue, which was extracted with methylene chloride. The organic layer was washed with water, dried over anhydrous sodium sulfate, and... The reactants are NC1=CC=C(C=C1)CC(=O)OCC (Ethyl p-aminophenylacetate), FC1=C(C(=O)CC(=O)OCC)C=CC=C1 (ethyl 2-fluorobenzoylacetate), C1(=CC=C(C=C1)S(=O)(=O)O)C (p-toluenesulfonic acid). RXN SMILES: [NH2:1][C:2]1[CH:7]=[CH:6][C:5]([CH2:8][C:9]([O:11][CH2:12][CH3:13])=[O:10])=[CH:4][CH:3]=1.[F:14][C:15]1[CH:28]=[CH:27][CH:26]=[CH:25][C:16]=1[C:17]([CH2:19][C:20](OCC)=[O:21])=O.C1(C)C=CC(S(O)(=O)=O)=CC=1>C1C=CC=CC=1>[F:14][C:15]1[CH:28]=[CH:27][CH:26]=[CH:25][C:16]=1[C:17]1[CH:19]=[C:20]([OH:21])[C:3]2[C:2](=[CH:7][CH:6]=[C:5]([CH2:8][C:9]([O:11][CH2:12][CH3:13])=[O:10])[CH:4]=2)[N:1]=1. Solvent: C1=CC=CC=C1 (benzene). Yields the product FC1=C(C=CC=C1)C1=NC2=CC=C(C=C2C(=C1)O)CC(=O)OCC (ethyl 2-(2-fluorophenyl)-4-hydroxyquinoline-6-acetate). Yield: 65.4%. Starting materials: O=Cc1cncc(Br)c1, [BH3-]C#N, CO, CN, Cl, [Na+], [Na+], [OH-]. Product: CNCc1cncc(Br)c1. Reaction SMILES: [Br:8][c:9]1[cH:10][c:11]([CH:15]=[O:16])[cH:12][n:13][cH:14]1.[C:4](#[N:5])[BH3-:6].[CH3:19][OH:20].[CH3:2][NH2:3].[ClH:1].[Na+:18].[Na+:7].[OH-:17]>>[CH3:4][NH:5][CH2:15][c:11]1[cH:10][c:9]([Br:8])[cH:14][n:13][cH:12]1. Reactants: CC(CO)(C)NC1=C(C=CC=C1)[N+](=O)[O-] (2-(1,1-dimethyl-2-hydroxyethyl)aminonitrobenzene), C(C)O (ethanol). Reagents/catalysts: [Pd] (Pd/C). Product: CC1=NC2=C(N1C(CO)(C)C)C=CC=C2 (2-(2-Methylbenzimidazol-1-yl)-2-methylpropanol). Yield: 98.0%. RXN SMILES: [CH3:1][C:2]([NH:6][C:7]1[CH:12]=[CH:11][CH:10]=[CH:9][C:8]=1[N+:13]([O-])=O)([CH3:5])[CH2:3][OH:4].[CH2:16](O)[CH3:17]>[Pd]>[CH3:16][C:17]1[N:6]([C:2]([CH3:5])([CH3:1])[CH2:3][OH:4])[C:7]2[CH:12]=[CH:11][CH:10]=[CH:9][C:8]=2[N:13]=1. Procedure: 2-(1,1-dimethyl-2-hydroxyethyl)aminonitrobenzene (10 g) in ethanol (200 ml) was hydrogenated at 50 p.s.i. (345 kPa) over 5% Pd/C (0.5 g) for 2 hours. The catalyst was filtered off and the solvent removed under reduced pressure yielding the title compound as a yellow foam 8.4 g (98%). Reactants: O (water), CC(C)([O-])C.[K+] (potassium tert-butoxide), BrCC(=O)OC(C)(C)C (tert-butyl bromoacetate), OC1=CC=C(C=O)C=C1 (4-hydroxybenzaldehyde). Solvent: O1CCOCC1 (dioxane). Yields the product C(=O)C1=CC=C(OCC(=O)OC(C)(C)C)C=C1 (tert-Butyl (4-formylphenoxy)acetate). As a reaction SMILES: CC(C)([O-])C.[K+].Br[CH2:8][C:9]([O:11][C:12]([CH3:15])([CH3:14])[CH3:13])=[O:10].[OH:16][C:17]1[CH:24]=[CH:23][C:20]([CH:21]=[O:22])=[CH:19][CH:18]=1.O>O1CCOCC1>[CH:21]([C:20]1[CH:23]=[CH:24][C:17]([O:16][CH2:8][C:9]([O:11][C:12]([CH3:15])([CH3:14])[CH3:13])=[O:10])=[CH:18][CH:19]=1)=[O:22] |f:0.1|. Procedure: At room temperature, 31.60 g (281.48 mmol) of potassium tert-butoxide and 52.70 g (270.22 mmol) of tert-butyl bromoacetate are added to a solution of 27.50 g (225.18 mmol) of 4-hydroxybenzaldehyde in 200 ml of dioxane, and the mixture is heated at the boil overnight. 1 l of water is added, and the mixture is then extracted with diethyl ether, washed with 1 N sodium hydroxide solution, water and saturated sodium chloride solution and dried over magnesium sulphate, and the solvent is distilled off... Product: COCc1c[nH]c2ccc(C(=O)OC)cc12. The reactants are O=[Ag], CI, CC#N, COC(=O)c1ccc2[nH]cc(CO)c2c1. As a reaction SMILES: [Ag:21]=[O:22].[CH3:16][I:17].[CH3:18][C:19]#[N:20].[OH:1][CH2:2][c:3]1[cH:4][nH:5][c:6]2[cH:7][cH:8][c:9]([C:12](=[O:13])[O:14][CH3:15])[cH:10][c:11]12>>[O:1]([CH2:2][c:3]1[cH:4][nH:5][c:6]2[cH:7][cH:8][c:9]([C:12](=[O:13])[O:14][CH3:15])[cH:10][c:11]12)[CH3:16]. Reactants: NCc1cccc(Br)c1, C1CCC2=NCCCN2CC1, O=C(Nc1cccc2cnccc12)C(Cl)(Cl)Cl. The product is O=C(NCc1cccc(Br)c1)Nc1cccc2cnccc12. Reaction SMILES: [Br:1][c:2]1[cH:3][c:4]([CH2:5][NH2:6])[cH:7][cH:8][cH:9]1.[CH2:10]1[CH2:11][CH2:12][C:13]2=[N:18][CH2:17][CH2:16][CH2:15][N:14]2[CH2:19][CH2:20]1.[Cl:21][C:22]([C:23](=[O:24])[NH:25][c:26]1[c:27]2[cH:28][cH:29][n:30][cH:31][c:32]2[cH:33][cH:34][cH:35]1)([Cl:36])[Cl:37]>>[Br:1][c:2]1[cH:3][c:4]([CH2:5][NH:6][C:23](=[O:24])[NH:25][c:26]2[c:27]3[cH:28][cH:29][n:30][cH:31][c:32]3[cH:33][cH:34][cH:35]2)[cH:7][cH:8][cH:9]1. The reactants are C(C1=CC=CC=C1)OCCCO (3-benzyloxy-1-propanol), ClC1=C(C(=CC(=C1)Cl)Cl)S(=O)(=O)N(C)CCl (2,4,6-trichloro-N-chloromethyl-N-methylbenzenesulfonamide), [OH-].[Na+] (sodium hydroxide). Reagents/catalysts: S(=O)(=O)(O)[O-].C(CCC)[N+](CCCC)(CCCC)CCCC (tetra-n-butylammonium hydrogen sulfate). Run in C1(=CC=CC=C1)C (toluene). Reaction conditions: time 17.5 hour. The product is C(C1=CC=CC=C1)OCCCOCN(S(=O)(=O)C1=C(C=C(C=C1Cl)Cl)Cl)C (N-(3-Benzyloxypropoxymethyl)-2,4,6-trichloro-N-methylbenzenesulfonamide). RXN SMILES: [CH2:1]([O:8][CH2:9][CH2:10][CH2:11][OH:12])[C:2]1[CH:7]=[CH:6][CH:5]=[CH:4][CH:3]=1.[OH-].[Na+].[Cl:15][C:16]1[CH:21]=[C:20]([Cl:22])[CH:19]=[C:18]([Cl:23])[C:17]=1[S:24]([N:27]([CH2:29]Cl)[CH3:28])(=[O:26])=[O:25]>S([O-])(O)(=O)=O.C([N+](CCCC)(CCCC)CCCC)CCC.C1(C)C=CC=CC=1>[CH2:1]([O:8][CH2:9][CH2:10][CH2:11][O:12][CH2:28][N:27]([CH3:29])[S:24]([C:17]1[C:16]([Cl:15])=[CH:21][C:20]([Cl:22])=[CH:19][C:18]=1[Cl:23])(=[O:25])=[O:26])[C:2]1[CH:7]=[CH:6][CH:5]=[CH:4][CH:3]=1 |f:1.2,4.5|. Reported procedure: A soln. of 3-benzyloxy-1-propanol (4.08 g, 3.90 ml, 24.5 mmol) and tetra-n-butylammonium hydrogen sulfate (1.78 g, 5.25 mmol) in toluene (100 ml) was cooled in an ice-bath and 35% strength sodium hydroxide solution (49.0 g, 140 ml, 1.22 mol) was added. A soln. of 2,4,6-trichloro-N-chloromethyl-N-methylbenzenesulfonamide (7.10 g, 22 mmol) in MC (60 ml) was then slowly added dropwise. The mixture was then stirred at RT for 15-20 h. Thereafter, the phases were separated and the organic phase was wa...